From a dataset of the Open Reaction Database (ORD), a public repository of structured organic reaction records. describe an organic reaction: reactants, conditions, products, and yield The reactants are C(CC)C1=C(OC(C(=O)OCC)C2=CC(=CC=C2)C)C(=CC(=C1)CO)CCC (Ethyl 2-(2,6-Dipropyl-4-Hydroxymethyl Phenoxy)-2-(3-Methylphenyl)Acetate), Br (hydrogen bromide), P(Br)(Br)Br (phosphorous tribromide). Run in C(Cl)(Cl)(Cl)Cl (carbon tetrachloride). Product: 2.27, C(CC)C1=C(OC(C(=O)OCC)C2=CC(=CC=C2)C)C(=CC(=C1)CBr)CCC (Ethyl 2-(2,6-Dipropyl-4-Bromomethyl -Phenoxy)-2-(3-Methylphenyl)Acetate). The yield is 96.0%. RXN SMILES: [CH2:1]([C:4]1[CH:23]=[C:22]([CH2:24]O)[CH:21]=[C:20]([CH2:26][CH2:27][CH3:28])[C:5]=1[O:6][CH:7]([C:13]1[CH:18]=[CH:17][CH:16]=[C:15]([CH3:19])[CH:14]=1)[C:8]([O:10][CH2:11][CH3:12])=[O:9])[CH2:2][CH3:3].P(Br)(Br)[Br:30].Br>C(Cl)(Cl)(Cl)Cl>[CH2:1]([C:4]1[CH:23]=[C:22]([CH2:24][Br:30])[CH:21]=[C:20]([CH2:26][CH2:27][CH3:28])[C:5]=1[O:6][CH:7]([C:13]1[CH:18]=[CH:17][CH:16]=[C:15]([CH3:19])[CH:14]=1)[C:8]([O:10][CH2:11][CH3:12])=[O:9])[CH2:2][CH3:3]. Procedure details: To a solution of 2.03 g (5.29 mmol) of the product of Step B dissolved in 10 mL of carbon tetrachloride was added 0.50 mL (5.29 mmol) of phosphorous tribromide and the reaction mixture was magnetically stirred at room temperature for 1 hour as hydrogen bromide was evolved. The magnetic stir bar was removed, and the reaction mixture was concentrated in vacuo. The residue was redissolved and evaporated from methylene chloride three times to remove most of the hydrogen bromide. Finally, the residue... The reactants are ClC1=C(C=CC(=C1)Cl)C(CC=1C=NC=CC1)=O (2',4'-dichloro-2-(3-pyridyl)acetophenone), C([O-])([O-])=O.[Na+].[Na+] (sodium carbonate), Cl.C(C(C)C)ON (O-isobutylhydroxylamine hydrochloride). Solvent: C(C)O (ethanol). Run at time 4 hour. Yields the product C(C(C)C)ON=C(CC=1C=NC=CC1)C1=C(C=C(C=C1)Cl)Cl (2',4'-Dichloro-2-(3-pyridyl)acetophenone O-isobutyloxime). As a reaction SMILES: [Cl:1][C:2]1[CH:7]=[C:6]([Cl:8])[CH:5]=[CH:4][C:3]=1[C:9](=O)[CH2:10][C:11]1[CH:12]=[N:13][CH:14]=[CH:15][CH:16]=1.C(=O)([O-])[O-].[Na+].[Na+].Cl.[CH2:25]([O:29][NH2:30])[CH:26]([CH3:28])[CH3:27]>C(O)C>[CH2:25]([O:29][N:30]=[C:9]([C:3]1[CH:4]=[CH:5][C:6]([Cl:8])=[CH:7][C:2]=1[Cl:1])[CH2:10][C:11]1[CH:12]=[N:13][CH:14]=[CH:15][CH:16]=1)[CH:26]([CH3:28])[CH3:27] |f:1.2.3,4.5|. Reported procedure: A solution of 4.65 g of 2',4'-dichloro-2-(3-pyridyl)acetophenone in 25 ml of ethanol is treated with 2.70 g of anhydrous sodium carbonate and 2.63 g of O-isobutylhydroxylamine hydrochloride and the reaction mixture is then heated to reflux temperature with stirring. After 4 hours, it is poured onto ice and extracted with ethyl acetate. The organic phase is washed with water, dried over anhydrous magnesium sulfate and concentrated under reduced pressure. 2',4'-Dichloro-2-(3-pyridyl)acetophenone O... Starting materials: ClCCl, CC(O)c1ccc2c(c1)SCCCC2. Yields the product CC(=O)c1ccc2c(c1)SCCCC2. Reaction SMILES: [CH2:15]([Cl:16])[Cl:17].[CH3:1][CH:2]([OH:3])[c:4]1[cH:5][c:6]2[c:7]([cH:13][cH:14]1)[CH2:8][CH2:9][CH2:10][CH2:11][S:12]2>>[CH3:1][C:2](=[O:3])[c:4]1[cH:5][c:6]2[c:7]([cH:13][cH:14]1)[CH2:8][CH2:9][CH2:10][CH2:11][S:12]2. Reactants: CCO, CC(C)=O, N, O, O=C1Cc2cc3nc(-c4ccncc4)[nH]c3cc2N1. Product: CC(C)=C1C(=O)Nc2cc3[nH]c(-c4ccncc4)nc3cc21. As a reaction SMILES: [CH3:21][CH2:22][OH:23].[CH3:24][C:25]([CH3:26])=[O:27].[NH3:1].[OH2:28].[n:2]1[cH:3][cH:4][c:5](-[c:8]2[nH:9][c:10]3[c:11]([n:12]2)[cH:13][c:14]2[c:15]([cH:16]3)[NH:17][C:18](=[O:20])[CH2:19]2)[cH:6][cH:7]1>>[n:2]1[cH:3][cH:4][c:5](-[c:8]2[nH:9][c:10]3[c:11]([n:12]2)[cH:13][c:14]2[c:15]([cH:16]3)[NH:17][C:18](=[O:20])[C:19]2=[C:25]([CH3:24])[CH3:26])[cH:6][cH:7]1. The reactants are C(C=C)OC(=O)NC(CCC(=O)OC(C)(C)C)C=O (t-Butyl N-Allyloxycarbonyl-4-amino-5-oxopentanoate), C(C)(=O)[O-].[Na+] (sodium acetate), NNC(=O)N (semicarbazide). Run in CO (MeOH). Reaction conditions: time 8 hour. The product is C(C=C)OC(=O)NC(CCC(OC(C)(C)C)=NNC(=O)N)C=O (t-Butyl N-Allyloxycarbonyl-4-amino-5-oxopentanoate semicarbazone). Isolated yield 72.7%. RXN SMILES: [CH2:1]([O:4][C:5]([NH:7][CH:8]([CH:18]=[O:19])[CH2:9][CH2:10][C:11]([O:13][C:14]([CH3:17])([CH3:16])[CH3:15])=O)=[O:6])[CH:2]=[CH2:3].C([O-])(=O)C.[Na+].[NH2:25][NH:26][C:27]([NH2:29])=[O:28]>CO>[CH2:1]([O:4][C:5]([NH:7][CH:8]([CH:18]=[O:19])[CH2:9][CH2:10][C:11](=[N:25][NH:26][C:27]([NH2:29])=[O:28])[O:13][C:14]([CH3:17])([CH3:16])[CH3:15])=[O:6])[CH:2]=[CH2:3] |f:1.2|. Procedure: To a solution of 207a (2.39 g, 8.8 mmol), in MeOH (20 ml) was added sodium acetate (0.72 g, 8.8 mmol) and semicarbazide (0.98 g, 8.8 mmol) stirred overnight, concentrated and diluted with CH2Cl2 (100 ml), washed with water, dried and concentrated. Flash chromatography (2% MeOH in CH2Cl2) afforded 208a (2.10 g, 73%) as an oil: [α]D20 −21 (c 2.55°, CH2Cl2); 1H NMR (CDCl3) δ9.98 (1H, s), 7.27 (1H, d), 5.8 (1H, m), 5.5 (1H, d), 5.35-5.19 (2H, m), 4.58 (2H, m), 4.14 (1H, m), 2.37 (2H, t), 2.09 (1H, m... Reactants: CCOC(=O)C(C)(C)S(=O)(=O)C1CCCC1, [Li+], C1COCCO1, [OH-], O, O, O. The product is CC(C)(C(=O)O)S(=O)(=O)C1CCCC1. Reaction SMILES: [CH2:1]([CH3:2])[O:3][C:4]([C:5]([CH3:6])([CH3:7])[S:8](=[O:9])(=[O:10])[CH:11]1[CH2:12][CH2:13][CH2:14][CH2:15]1)=[O:16].[Li+:19].[O:21]1[CH2:22][CH2:23][O:24][CH2:25][CH2:26]1.[OH-:18].[OH2:17].[OH2:20].[OH2:27]>>[O:3]=[C:4]([C:5]([CH3:6])([CH3:7])[S:8](=[O:9])(=[O:10])[CH:11]1[CH2:12][CH2:13][CH2:14][CH2:15]1)[OH:16]. Starting materials: aqueous solution, [Na] (sodium), C=O (formaldehyde), C(C)(C)C1=C(C2=CC=CC=C2C=C1)C(C)C (diisopropylnaphthalene), C=O (formaldehyde), N1=C(N)N=C(N)N=C1N (melamine), [Na] (sodium), sulfonic acid, N1=C(N)N=C(N)N=C1N (melamine), [OH-].[Na+] (sodium hydroxide). The solvent is O (water), O (water). Run at temperature 80 celsius, time 30 minute. Product: N1=C(N)N=C(N)N=C1N.C=O (melamine/formaldehyde). Reaction SMILES: [Na].[OH-:2].[Na+].C(C1C=CC2C(=CC=CC=2)C=1C(C)C)(C)C.[N:20]1[C:27]([NH2:28])=[N:26][C:24]([NH2:25])=[N:23][C:21]=1[NH2:22].[CH2:29]=O>O>[N:20]1[C:27]([NH2:28])=[N:26][C:24]([NH2:25])=[N:23][C:21]=1[NH2:22].[CH2:29]=[O:2] |f:1.2,7.8,^1:0|. Reported procedure: Five parts of a partial sodium salt of polyvinylbenzene sulfonic acid (produced by National Starch Co., trade name: VERSA, TL 500, average molecular weight: 500,000) was added with stirring to 95 parts of water heated up to about 80° C., and dissolved therein over a period of about 30 minutes. Then, the hot solution was cooled, and the pH was determined to be 2-3. The solution was adjusted to pH 4.0 by the addition of a 20 wt% aqueous solution of sodium hydroxide. Then, 100 parts of diisopropyln... Reactants: O (Water), C(C)(C)(C)OC(C(C)(C)SC=1SC=C(N1)CCNC1=NC=C(C=N1)CC)=O (2-[(4-{2-[(5-Ethylpyrimidin-2-yl)amino]ethyl}-1,3-thiazol-2-yl)thio]-2-methylpropionic acid tert-butyl ester), COC(C1=CC=C(C=C1)CBr)=O (4-(bromomethyl)benzoic acid methyl ester), CC(C)([O-])C.[K+] (potassium tert-butoxide). Run in CN(C=O)C (N,N-dimethylformamide). Run at time 8 hour. Product: COC(C1=CC=C(C=C1)CN(C1=NC=C(C=N1)CC)CCC=1N=C(SC1)SC(C(=O)C(C)(C)C)(C)C)=O (4-{[(2-{2-[(2-tert-butyl-1,1-dimethyl-2-oxoethyl)thio]-1,3-thiazol-4-yl}ethyl)(5-ethylpyrimidin-2-yl)amino]methyl}benzoic acid methyl ester). Yield: 55.4%. RXN SMILES: C(O[C:6](=[O:27])[C:7]([S:10][C:11]1[S:12][CH:13]=[C:14]([CH2:16][CH2:17][NH:18][C:19]2[N:24]=[CH:23][C:22]([CH2:25][CH3:26])=[CH:21][N:20]=2)[N:15]=1)([CH3:9])[CH3:8])(C)(C)C.[CH3:28][O:29][C:30](=[O:39])[C:31]1[CH:36]=[CH:35][C:34]([CH2:37]Br)=[CH:33][CH:32]=1.[CH3:40][C:41]([CH3:44])([O-])[CH3:42].[K+].O>CN(C)C=O>[CH3:28][O:29][C:30](=[O:39])[C:31]1[CH:36]=[CH:35][C:34]([CH2:37][N:18]([CH2:17][CH2:16][C:14]2[N:15]=[C:11]([S:10][C:7]([CH3:8])([CH3:9])[C:6]([C:41]([CH3:44])([CH3:42])[CH3:40])=[O:27])[S:12][CH:13]=2)[C:19]2[N:20]=[CH:21][C:22]([CH2:25][CH3:26])=[CH:23][N:24]=2)=[CH:33][CH:32]=1 |f:2.3|. Reported procedure: 2-[(4-{2-[(5-Ethylpyrimidin-2-yl)amino]ethyl}-1,3-thiazol-2-yl)thio]-2-methylpropionic acid tert-butyl ester (3.0 g) synthesized in Example 265-1 and 4-(bromomethyl)benzoic acid methyl ester (2.0 g) were dissolved in N,N-dimethylformamide (37 mL), potassium tert-butoxide (0.91 g) was added thereto, and the mixture was stirred at room temperature for 8 hr. Water was added to the reaction mixture, and the mixture was extracted with ethyl acetate. The organic layer was washed with saturated brine a... The reactants are CC(=O)OC1(C)C(COC(=O)c2ccccc2)OC(n2cnc3c(Cl)ncnc32)C1(C)F, CCO, NCc1ccccc1, O. The product is CC(=O)OC1(C)C(COC(=O)c2ccccc2)OC(n2cnc3c(NCc4ccccc4)ncnc32)C1(C)F. Reaction SMILES: [C:1]([c:2]1[cH:3][cH:4][cH:5][cH:6][cH:7]1)(=[O:8])[O:9][CH2:10][CH:11]1[O:12][CH:13]([n:23]2[c:24]3[n:25][cH:26][n:27][c:28]([Cl:32])[c:29]3[n:30][cH:31]2)[C:14]([CH3:21])([F:22])[C:15]1([CH3:16])[O:17][C:18]([CH3:19])=[O:20].[CH3:42][CH2:43][OH:44].[NH2:33][CH2:34][c:35]1[cH:36][cH:37][cH:38][cH:39][cH:40]1.[OH2:41]>>[C:1]([c:2]1[cH:3][cH:4][cH:5][cH:6][cH:7]1)(=[O:8])[O:9][CH2:10][CH:11]1[O:12][CH:13]([n:23]2[c:24]3[n:25][cH:26][n:27][c:28]([NH:33][CH2:34][c:35]4[cH:36][cH:37][cH:38][cH:39][cH:40]4)[c:29]3[n:30][cH:31]2)[C:14]([CH3:21])([F:22])[C:15]1([CH3:16])[O:17][C:18]([CH3:19])=[O:20].